This data is from the Open Reaction Database (ORD), a public repository of structured organic reaction records. The task is: describe an organic reaction: reactants, conditions, products, and yield Starting materials: N#CCBr, C1CCOC1, OCC#CCO, [H-], [Na+]. RXN SMILES: [Br:9][CH2:10][C:11]#[N:12].[CH2:13]1[O:14][CH2:15][CH2:16][CH2:17]1.[CH2:3]([C:4]#[C:5][CH2:6][OH:7])[OH:8].[H-:1].[Na+:2]>>[CH2:3]([C:4]#[C:5][CH2:6][OH:7])[O:8][CH2:10][C:11]#[N:12]. Product: N#CCOCC#CCO. The reactants are C(C)(C)(C)OC(=O)NC=1SC=C(N1)C(=O)OC (Methyl 2-(tert-butoxycarbonylamino)thiazole-4-carboxylate), C1(CCC1)=O (cyclobutanone), C(C)(C)NC(C)C (diisopropylamine), C(CCC)[Li] (butyllithium). Yields the product O=C1OC2(C3=C1N=C(S3)NC(OC(C)(C)C)=O)CCC2 (tert-butyl 4′-oxo-4′H-spiro[cyclobutane-1,6′-furo[3,4-d][1,3]thiazol]-2′-ylcarbamate). Reaction SMILES: [C:1]([O:5][C:6]([NH:8][C:9]1[S:10][CH:11]=[C:12]([C:14]([O:16][CH3:17])=[O:15])[N:13]=1)=[O:7])([CH3:4])([CH3:3])[CH3:2].[CH:18](NC(C)C)([CH3:20])[CH3:19].C([Li])CCC.C1(=O)CCC1>>[O:15]=[C:14]1[C:12]2[N:13]=[C:9]([NH:8][C:6](=[O:7])[O:5][C:1]([CH3:4])([CH3:3])[CH3:2])[S:10][C:11]=2[C:17]2([CH2:20][CH2:18][CH2:19]2)[O:16]1. Procedure: Methyl 2-(tert-butoxycarbonylamino)thiazole-4-carboxylate (purchased from Combi-Blocks), diisopropylamine, butyllithium, and cyclobutanone (purchased from Aldrich) were processed using the procedure as described for Example 3D to obtain the title compound. MS (ESI+) m/z 297 (M+H)+